Dataset: the Open Reaction Database (ORD), a public repository of structured organic reaction records. Task: describe an organic reaction: reactants, conditions, products, and yield Reactants: NC=1SC2=NC(=CC=C2N1)OC=1C(=CC(=C(C1)NC(C1=CC(=CC=C1)C(C)(C)C#N)=O)F)Cl (N-{5-[(2-amino[1,3]thiazolo[5,4-b]pyridin-5-yl)oxy]-4-chloro-2-fluorophenyl}-3-(1-cyano-1-methylethyl)benzamide), C(C)(=O)OCC(=O)Cl (acetoxyacetyl chloride), C([O-])([O-])=O.[Na+].[Na+] (sodium carbonate). Solvent: N1=CC=CC=C1 (pyridine), C(C)(=O)OCC (ethyl acetate). Run at time 4 hour. Product: ClC1=CC(=C(C=C1OC1=CC=C2C(=N1)SC(=N2)NC(CO)=O)NC(C2=CC(=CC=C2)C(C)(C)C#N)=O)F (N-[4-chloro-2-fluoro-5-({2-[(hydroxyacetyl)amino][1,3]thiazolo[5,4-b]pyridin-5-yl}oxy)phenyl]-3-(1-cyano-1-methylethyl)benzamide). Yield: 56.4%. As a reaction SMILES: [NH2:1][C:2]1[S:3][C:4]2[C:9]([N:10]=1)=[CH:8][CH:7]=[C:6]([O:11][C:12]1[C:13]([Cl:33])=[CH:14][C:15]([F:32])=[C:16]([NH:18][C:19](=[O:31])[C:20]3[CH:25]=[CH:24][CH:23]=[C:22]([C:26]([C:29]#[N:30])([CH3:28])[CH3:27])[CH:21]=3)[CH:17]=1)[N:5]=2.C([O:37][CH2:38][C:39](Cl)=[O:40])(=O)C.C(=O)([O-])[O-].[Na+].[Na+]>N1C=CC=CC=1.C(OCC)(=O)C>[Cl:33][C:13]1[C:12]([O:11][C:6]2[N:5]=[C:4]3[S:3][C:2]([NH:1][C:38](=[O:37])[CH2:39][OH:40])=[N:10][C:9]3=[CH:8][CH:7]=2)=[CH:17][C:16]([NH:18][C:19](=[O:31])[C:20]2[CH:25]=[CH:24][CH:23]=[C:22]([C:26]([C:29]#[N:30])([CH3:28])[CH3:27])[CH:21]=2)=[C:15]([F:32])[CH:14]=1 |f:2.3.4|. Procedure: To a solution of N-{5-[(2-amino[1,3]thiazolo[5,4-b]pyridin-5-yl)oxy]-4-chloro-2-fluorophenyl}-3-(1-cyano-1-methylethyl)benzamide (100 mg, 0.207 mmol) produced in Example C52(v) in pyridine (2.0 mL) was added acetoxyacetyl chloride (48.9 μL, 0.455 mmol), and the mixture was stirred at room temperature for 4 hr. The reaction mixture was diluted with ethyl acetate (10 mL), washed with 5% aqueous sodium hydrogen carbonate solution (10 mL) and saturated brine (10 mL), and dried over anhydrous sodium ...